From a dataset of the Open Reaction Database (ORD), a public repository of structured organic reaction records. describe an organic reaction: reactants, conditions, products, and yield The reactants are CN(C)CCCCl, CN(C)C=O, [H-], [Na+], O=C1NCCN1N=Cc1ccccc1. Yields the product CN(C)CCCN1CCN(N=Cc2ccccc2)C1=O. RXN SMILES: [CH3:17][N:18]([CH3:19])[CH2:20][CH2:21][CH2:22][Cl:23].[CH3:24][N:25]([CH3:26])[CH:27]=[O:28].[H-:16].[Na+:15].[c:1]1([CH:7]=[N:8][N:9]2[C:10](=[O:14])[NH:11][CH2:12][CH2:13]2)[cH:2][cH:3][cH:4][cH:5][cH:6]1>>[c:1]1([CH:7]=[N:8][N:9]2[C:10](=[O:14])[N:11]([CH2:22][CH2:21][CH2:20][N:18]([CH3:17])[CH3:19])[CH2:12][CH2:13]2)[cH:2][cH:3][cH:4][cH:5][cH:6]1. Starting materials: CS(=O)(=O)O, Cc1ccccc1, O=Cc1ccccc1, CC(C)N(C(N)=O)c1cccc2c1OCC2. Product: CC(C)N1C(=O)NC(c2ccccc2)c2ccc3c(c21)OCC3. RXN SMILES: [CH3:25][S:26](=[O:27])(=[O:28])[OH:29].[CH3:30][c:31]1[cH:32][cH:33][cH:34][cH:35][cH:36]1.[CH:17](=[O:18])[c:19]1[cH:20][cH:21][cH:22][cH:23][cH:24]1.[CH:1]([CH3:2])([CH3:3])[N:4]([C:5](=[O:6])[NH2:7])[c:8]1[cH:9][cH:10][cH:11][c:12]2[c:16]1[O:15][CH2:14][CH2:13]2>>[CH:1]([CH3:2])([CH3:3])[N:4]1[C:5](=[O:6])[NH:7][CH:17]([c:19]2[cH:20][cH:21][cH:22][cH:23][cH:24]2)[c:9]2[c:8]1[c:16]1[c:12]([cH:11][cH:10]2)[CH2:13][CH2:14][O:15]1. Starting materials: ClC1=C(C(=CC=C1)Cl)CS(=O)(=O)C=1C=C2CC(NC2=CC1)=O (5-(2,6-Dichloro-phenylmethanesulfonyl)-1,3-dihydro-indol-2-one), CC1=C(NC(=C1CCC(=O)N1CCN(CC1)C)C)C=O (3,5-dimethyl-4-[3-(4-methyl-piperazin-1-yl)-3-oxo-propyl]-1H-pyrrole-2-carbaldehyde), N1CCCCC1 (piperidine). The solvent is C(C)O (ethanol). Run at time 72 hour. Product: ClC1=C(C(=CC=C1)Cl)CS(=O)(=O)C=1C=C2/C(/C(NC2=CC1)=O)=C/C=1NC(=C(C1C)CCC(=O)N1CCN(CC1)C)C (5-(2,6-Dichloro-phenylmethanesulfonyl)-3-[1-{3,5-dimethyl-4-[3-(4-methyl-piperazin-1-yl)-3-oxo-propyl]-1H-pyrrol-2-yl}-meth-(Z)-ylidene]-1,3-dihydro-indol-2-one). As a reaction SMILES: [Cl:1][C:2]1[CH:7]=[CH:6][CH:5]=[C:4]([Cl:8])[C:3]=1[CH2:9][S:10]([C:13]1[CH:14]=[C:15]2[C:19](=[CH:20][CH:21]=1)[NH:18][C:17](=[O:22])[CH2:16]2)(=[O:12])=[O:11].[CH3:23][C:24]1[C:28]([CH2:29][CH2:30][C:31]([N:33]2[CH2:38][CH2:37][N:36]([CH3:39])[CH2:35][CH2:34]2)=[O:32])=[C:27]([CH3:40])[NH:26][C:25]=1[CH:41]=O.N1CCCCC1>C(O)C>[Cl:8][C:4]1[CH:5]=[CH:6][CH:7]=[C:2]([Cl:1])[C:3]=1[CH2:9][S:10]([C:13]1[CH:14]=[C:15]2[C:19](=[CH:20][CH:21]=1)[NH:18][C:17](=[O:22])/[C:16]/2=[CH:41]\[C:25]1[NH:26][C:27]([CH3:40])=[C:28]([CH2:29][CH2:30][C:31]([N:33]2[CH2:34][CH2:35][N:36]([CH3:39])[CH2:37][CH2:38]2)=[O:32])[C:24]=1[CH3:23])(=[O:12])=[O:11]. Procedure details: A mixture of 5-(2,6-Dichloro-phenylmethanesulfonyl)-1,3-dihydro-indol-2-one (122 mg, 0.34 mmol), 3,5-dimethyl-4-[3-(4-methyl-piperazin-1-yl)-3-oxo-propyl]-1H-pyrrole-2-carbaldehyde (1.4 eq.) and piperidine (0.5 eq.) in ethanol (2 mL) was stirred at rt for 72 hours. The reaction was concentrated and purified on a silica gel column to give the titled compound as a dark orange brown solid. 1HNMR (400 MHz, DMSO-d6) δ 13.44 (s, 1H, NH), 11.25 (s, 1H, NH), 8.18 (d, 1H), 7.75 (s, 11H), 7.48 (s, 1H), 7.... Starting materials: Na, BrCCCC1=CC=CC=C1 (3-bromopropylbenzene), CO (CH3OH), ice water. The product is COCCCC1=CC=CC=C1 (3-methoxypropylbenzene). Reaction SMILES: Br[CH2:2][CH2:3][CH2:4][C:5]1[CH:10]=[CH:9][CH:8]=[CH:7][CH:6]=1.[CH3:11][OH:12]>>[CH3:11][O:12][CH2:2][CH2:3][CH2:4][C:5]1[CH:10]=[CH:9][CH:8]=[CH:7][CH:6]=1. Reported procedure: In 600 ml of CH3OH was dissolved 20 g of Na, and 120 g of 3-bromopropylbenzene was added dropwise with heating under reflux. After aging under reflux for 6 hours, the reaction solution was poured into 2 liters of ice water, and the separated oil layer was extracted with benzene. The benzene was distilled off, after which the residue was distilled under reduced pressure to obtain 3-methoxypropylbenzene. The boiling point of this compound was 96°-98° C/15 mmHg. The reactants are Br (hydrobromic acid), FC1=CC=C(C=C1)N1C=C(C(=O)O)C(C=C1C1=CC=C(C=C1)OC)=O (1-(4-fluorophenyl)-6-(4-methoxyphenyl)-4-oxo-1,4-dihydronicotinic acid), [OH-].[Na+] (sodium hydroxide). Run in O (water). Yields the product FC1=CC=C(C=C1)N1C=C(C(=O)O)C(C=C1C1=CC=C(C=C1)O)=O (1-(4-fluorophenyl)-6-(4-hydroxyphenyl)-4-oxo-1,4-dihydronicotinic acid). The yield is 78.2%. Reaction SMILES: Br.[F:2][C:3]1[CH:8]=[CH:7][C:6]([N:9]2[C:17]([C:18]3[CH:23]=[CH:22][C:21]([O:24]C)=[CH:20][CH:19]=3)=[CH:16][C:15](=[O:26])[C:11]([C:12]([OH:14])=[O:13])=[CH:10]2)=[CH:5][CH:4]=1.[OH-].[Na+]>O>[F:2][C:3]1[CH:8]=[CH:7][C:6]([N:9]2[C:17]([C:18]3[CH:23]=[CH:22][C:21]([OH:24])=[CH:20][CH:19]=3)=[CH:16][C:15](=[O:26])[C:11]([C:12]([OH:14])=[O:13])=[CH:10]2)=[CH:5][CH:4]=1 |f:2.3|. Procedure details: In 7 ml of 47% by weight hydrobromic acid was suspended 0.2 g of 1-(4-fluorophenyl)-6-(4-methoxyphenyl)-4-oxo-1,4-dihydronicotinic acid was suspended, and the suspension was refluxed for 2 hours. After completion of the reaction, the reaction mixture was cooled to room temperature, diluted with 10 ml of water, adjusted to a pH of 12 with a 20% by weight aqueous sodium hydroxide solution, and washed with 20 ml of chloroform. This aqueous solution was then adjusted to a pH of 6.0 with acetic acid ... The reactants are ClC=1C=CC2=C(N(C(N2)=O)CCCCl)C1 (6-chloro-1-(3-chloropropyl)-1,3-dihydro-2H-benzimidazol-2-one), ClC1=CC=C(C=C1)C1(CCNCC1)O (4-(4-chlorophenyl)-4-piperidinol), C([O-])([O-])=O.[Na+].[Na+] (sodium carbonate), [I-].[K+] (potassium iodide). The solvent is O (water), O (water), CC(CC(C)=O)C (4-methyl-2-pentanone). The product is ClC=1C=CC2=C(N(C(N2)=O)CCCN2CCC(CC2)(O)C2=CC=C(C=C2)Cl)C1 (6-chloro-1-{3-[4-(4-chlorophenyl)-4-hydroxy-1-piperidinyl]propyl}-1,3-dihydro-2H-benzimidazol-2-one). RXN SMILES: [Cl:1][C:2]1[CH:3]=[CH:4][C:5]2[NH:9][C:8](=[O:10])[N:7]([CH2:11][CH2:12][CH2:13]Cl)[C:6]=2[CH:15]=1.[Cl:16][C:17]1[CH:22]=[CH:21][C:20]([C:23]2([OH:29])[CH2:28][CH2:27][NH:26][CH2:25][CH2:24]2)=[CH:19][CH:18]=1.C(=O)([O-])[O-].[Na+].[Na+].[I-].[K+]>O.CC(C)CC(=O)C>[Cl:1][C:2]1[CH:3]=[CH:4][C:5]2[NH:9][C:8](=[O:10])[N:7]([CH2:11][CH2:12][CH2:13][N:26]3[CH2:25][CH2:24][C:23]([C:20]4[CH:21]=[CH:22][C:17]([Cl:16])=[CH:18][CH:19]=4)([OH:29])[CH2:28][CH2:27]3)[C:6]=2[CH:15]=1 |f:2.3.4,5.6|. Procedure details: A mixture of 5.6 parts of 6-chloro-1-(3-chloropropyl)-1,3-dihydro-2H-benzimidazol-2-one, 4.2 parts of 4-(4-chlorophenyl)-4-piperidinol, 6.4 parts of sodium carbonate, 0.2 parts of potassium iodide and 200 parts of 4-methyl-2-pentanone is stirred and refluxed overnight with water-separator. After cooling, water is added and the layers are separated. The 4-methyl-2-pentanone-phase is dried, filtered and evaporated. The oily residue is purified by column-chromatography over silica gel using a mixtu... Run in N1=CC=CC=C1 (pyridine). The yield is 45.0%. Product: C(C1=CC=CC=C1)O[C@H]1C[C@@H](O[C@@H]1COC(CCl)=O)N1C(=O)NC(=O)C(=C1)F (3'-O-benzyl-5'-O-chloroacetyl-2'-deoxy-5-fluorouridine). Reaction SMILES: Cl[CH2:2][C:3]([O:5][C:6](=[O:9])[CH2:7][Cl:8])=O.[CH2:10]([O:17][C@@H:18]1[C@@H](CO)[O:21][C@@H:20]([N:25]2[CH:32]=[C:31]([F:33])[C:29](=[O:30])[NH:28][C:26]2=[O:27])[CH2:19]1)[C:11]1[CH:16]=[CH:15][CH:14]=[CH:13][CH:12]=1>N1C=CC=CC=1>[CH2:10]([O:17][C@@H:18]1[C@@H:2]([CH2:3][O:5][C:6](=[O:9])[CH2:7][Cl:8])[O:21][C@@H:20]([N:25]2[CH:32]=[C:31]([F:33])[C:29](=[O:30])[NH:28][C:26]2=[O:27])[CH2:19]1)[C:11]1[CH:16]=[CH:15][CH:14]=[CH:13][CH:12]=1. The reactants are ClCC(=O)OC(CCl)=O (Chloroacetic anhydride), C(C1=CC=CC=C1)O[C@H]1C[C@@H](O[C@@H]1CO)N1C(=O)NC(=O)C(=C1)F (3'-O-benzyl-2'-deoxy-5-fluorouridine). Procedure details: Chloroacetic anhydride was added to a solution of 0.20 g of 3'-O-benzyl-2'-deoxy-5-fluorouridine in 10 ml of pyridine, and the mixture was left to stand at room temperature overnight. Then the same subsequent procedures as in Reference Example 54 were conducted, giving 0.11 g of the title compound as an oil in a yield of 45%. Conditions: time 8 hour. Reactants: [Al+3], CCCCCCCCCCCCOc1ccc(CO)cc1, CCCCCCCCCCCCCCCCOc1ccc(C(=O)OC)cc1, C1CCOC1, [H-], [H-], [H-], [H-], [Li+]. Yields the product CCCCCCCCCCCCCCCCOc1ccc(CO)cc1. As a reaction SMILES: [Al+3:23].[CH2:1]([O:2][c:3]1[cH:4][cH:5][c:6]([CH2:7][OH:8])[cH:9][cH:10]1)[CH2:11][CH2:12][CH2:13][CH2:14][CH2:15][CH2:16][CH2:17][CH2:18][CH2:19][CH2:20][CH3:21].[CH2:28]([CH2:29][CH2:30][CH2:31][CH2:32][CH2:33][CH2:34][CH2:35][CH2:36][CH2:37][CH2:38][CH2:39][CH2:40][CH2:41][CH2:42][CH3:43])[O:44][c:45]1[cH:46][cH:47][c:48]([C:49](=[O:50])[O:51][CH3:52])[cH:53][cH:54]1.[CH2:55]1[O:56][CH2:57][CH2:58][CH2:59]1.[H-:22].[H-:25].[H-:26].[H-:27].[Li+:24]>>[CH2:28]([CH2:29][CH2:30][CH2:31][CH2:32][CH2:33][CH2:34][CH2:35][CH2:36][CH2:37][CH2:38][CH2:39][CH2:40][CH2:41][CH2:42][CH3:43])[O:44][c:45]1[cH:46][cH:47][c:48]([CH2:49][OH:50])[cH:53][cH:54]1.